Dataset: the Open Reaction Database (ORD), a public repository of structured organic reaction records. Task: describe an organic reaction: reactants, conditions, products, and yield Starting materials: CCC(C(=O)[O-])N1CC(c2ccccc2Br)c2cc(Cl)ccc2C(CC(C)C)C1=O, C1CCOC1, CO, Cl, [Na+], [OH-], O. Yields the product CC(C)CC1C(=O)N(CC(=O)O)CC(c2ccccc2Br)c2cc(Cl)ccc21. RXN SMILES: [CH2:1]([CH3:2])[CH:3]([C:4](=[O:5])[O-:6])[N:7]1[C:8](=[O:30])[CH:9]([CH2:26][CH:27]([CH3:28])[CH3:29])[c:10]2[c:11]([cH:21][c:22]([Cl:25])[cH:23][cH:24]2)[CH:12]([c:14]2[c:15]([Br:20])[cH:16][cH:17][cH:18][cH:19]2)[CH2:13]1.[CH2:34]1[O:35][CH2:36][CH2:37][CH2:38]1.[CH3:39][OH:40].[ClH:33].[Na+:32].[OH-:31].[OH2:41]>>[CH2:3]([C:4](=[O:5])[OH:6])[N:7]1[C:8](=[O:30])[CH:9]([CH2:26][CH:27]([CH3:28])[CH3:29])[c:10]2[c:11]([cH:21][c:22]([Cl:25])[cH:23][cH:24]2)[CH:12]([c:14]2[c:15]([Br:20])[cH:16][cH:17][cH:18][cH:19]2)[CH2:13]1. The reactants are C(#N)C1=CC2=C(OC([C@H]([C@@H]2NC(C)=NC#N)OS(=O)(=O)C)(C)C)C=C1 (6-cyano-3,4-dihydro-3-methanesulfonyloxy-2,2-dimethyl-trans-4-[(N-cyano-acetimidoyl)amino]-2H-benzo[b]pyran), C1=CC=CC=C1 (benzene), 1,8-diazabicyclo(5,4,0]-7-undecene. Solvent: C(C)(=O)OCC (ethyl acetate). The product is C(#N)C1=CC2=C(OC(C=C2NC(C)=NC#N)(C)C)C=C1 (6-cyano-2,2-dimethyl-4-[(N-cyano-acetimidoyl)amino]-2H-benzo[b]pyran). As a reaction SMILES: [C:1]([C:3]1[CH:25]=[CH:24][C:6]2[O:7][C:8]([CH3:23])([CH3:22])[C@@H:9](OS(C)(=O)=O)[C@H:10]([NH:11][C:12](=[N:14][C:15]#[N:16])[CH3:13])[C:5]=2[CH:4]=1)#[N:2].C1C=CC=CC=1>C(OCC)(=O)C>[C:1]([C:3]1[CH:25]=[CH:24][C:6]2[O:7][C:8]([CH3:22])([CH3:23])[CH:9]=[C:10]([NH:11][C:12](=[N:14][C:15]#[N:16])[CH3:13])[C:5]=2[CH:4]=1)#[N:2]. Procedure details: To 15 g of 6-cyano-3,4-dihydro-3-methanesulfonyloxy-2,2-dimethyl-trans-4-[(N-cyano-acetimidoyl)amino]-2H-benzo[b]pyran obtained in Step (1) of Example 34, 300 ml of benzene and then 18 g of 1,8-diazabicyclo(5,4,0]-7-undecene were added, and the mixture was reacted under reflux for 3 hours. The reaction mixture was cooled to room temperature, then diluted by addition of 200 ml of ethyl acetate and then washed three times with water. The benzene/ethyl acetate extract solution was dried over anhydr...